From a dataset of the Open Reaction Database (ORD), a public repository of structured organic reaction records. describe an organic reaction: reactants, conditions, products, and yield The product is CC(C)C(NC(=O)CCl)C(=O)N1CCC(c2ccc(Cl)cc2)CC1. Reaction SMILES: [Cl:22][CH2:23][C:24](=[O:25])[Cl:26].[Cl:27][CH2:28][Cl:29].[ClH:1].[NH2:2][CH:3]([C:4](=[O:5])[N:6]1[CH2:7][CH2:8][CH:9]([c:12]2[cH:13][cH:14][c:15]([Cl:18])[cH:16][cH:17]2)[CH2:10][CH2:11]1)[CH:19]([CH3:20])[CH3:21]>>[NH:2]([CH:3]([C:4](=[O:5])[N:6]1[CH2:7][CH2:8][CH:9]([c:12]2[cH:13][cH:14][c:15]([Cl:18])[cH:16][cH:17]2)[CH2:10][CH2:11]1)[CH:19]([CH3:20])[CH3:21])[C:24]([CH2:23][Cl:22])=[O:25]. Reactants: O=C(Cl)CCl, ClCCl, Cl, CC(C)C(N)C(=O)N1CCC(c2ccc(Cl)cc2)CC1. Starting materials: BrCCC1OCCO1, CN(C)C=O, N#C[K], C1COCCOCCOCCOCCOCCO1. Product: N#CCCC1OCCO1. Reaction SMILES: [Br:1][CH2:2][CH2:3][CH:4]1[O:5][CH2:6][CH2:7][O:8]1.[CH3:30][N:31]([CH3:32])[CH:33]=[O:34].[K:9][C:10]#[N:11].[O:12]1[CH2:13][CH2:14][O:15][CH2:16][CH2:17][O:18][CH2:19][CH2:20][O:21][CH2:22][CH2:23][O:24][CH2:25][CH2:26][O:27][CH2:28][CH2:29]1>>[CH2:2]([CH2:3][CH:4]1[O:5][CH2:6][CH2:7][O:8]1)[C:10]#[N:11]. The reactants are C1CCOC1, CCOC(=O)N=NC(=O)OCC, c1ccc(P(c2ccccc2)c2ccccc2)cc1, CCCCC(CO)CC(=O)Nc1ccccc1. Yields the product CCCCC1CC(=O)N(c2ccccc2)C1. Reaction SMILES: [CH2:49]1[O:50][CH2:51][CH2:52][CH2:53]1.[O:37]=[C:38]([O:39][CH2:40][CH3:41])[N:42]=[N:43][C:44]([O:45][CH2:46][CH3:47])=[O:48].[c:18]1([P:19]([c:20]2[cH:21][cH:22][cH:23][cH:24][cH:25]2)[c:26]2[cH:27][cH:28][cH:29][cH:30][cH:31]2)[cH:32][cH:33][cH:34][cH:35][cH:36]1.[c:1]1([NH:7][C:8]([CH2:9][CH:10]([CH2:11][CH2:12][CH2:13][CH3:14])[CH2:15][OH:16])=[O:17])[cH:2][cH:3][cH:4][cH:5][cH:6]1>>[c:1]1([N:7]2[C:8](=[O:17])[CH2:9][CH:10]([CH2:11][CH2:12][CH2:13][CH3:14])[CH2:15]2)[cH:2][cH:3][cH:4][cH:5][cH:6]1. The reactants are C(CC#C)OS(=O)(=O)C1=CC=C(C=C1)C (but-3-ynyl-p-toluenesulfonate), C1(=CC=CC=C1)N1CCNCC1 (1-phenylpiperazine), C([O-])(O)=O.[Na+] (sodium bicarbonate). Solvent: CN(C=O)C (dimethylformamide). Conditions: temperature 80 celsius, time 14 hour. Product: C(CC#C)N1CCN(CC1)C1=CC=CC=C1 (1-But-3-ynyl-4-phenylpiperazine). Yield: 78.9%. Reaction SMILES: C(OS([C:9]1[CH:14]=[CH:13][C:12](C)=[CH:11][CH:10]=1)(=O)=O)CC#C.[C:16]1([N:22]2[CH2:27][CH2:26][NH:25][CH2:24][CH2:23]2)C=C[CH:19]=[CH:18][CH:17]=1.C(=O)(O)[O-].[Na+]>CN(C)C=O>[CH2:16]([N:22]1[CH2:27][CH2:26][N:25]([C:9]2[CH:10]=[CH:11][CH:12]=[CH:13][CH:14]=2)[CH2:24][CH2:23]1)[CH2:17][C:18]#[CH:19] |f:2.3|. Reported procedure: A mixture of but-3-ynyl-p-toluenesulfonate (8.97 g), 1-phenylpiperazine (6.49 g) and sodium bicarbonate (3.7 g) in dimethylformamide (100 mL) is stirred at 80° C. for 14 hours. The solvent is evaporated and the residue dissolved in dichloromethane, washed with water and dried over MgSO4. The solution is filtered through silica gel and the product eluted with 10% ethyl acetate/hexanes to give 6.76 g of the title compound as a white solid.